From a dataset of the Open Reaction Database (ORD), a public repository of structured organic reaction records. describe an organic reaction: reactants, conditions, products, and yield Reactants: O.NN (hydrazine hydrate), Cl (HCl), ClC1=CC=C(C=C1)N1C(=NC2=C(C1=O)C=NN2C2=CC=CC=C2)C2=CC=C(C=C2)C(C=CN(C)C)=O (5-(4-chloro-phenyl)-6-[4-(3-dimethylamino-acryloyl)-phenyl]-1-phenyl-1,5-dihydro-pyrazolo[3,4-d]pyrimidin-4-one). Solvent: CO (MeOH). Run at temperature 80 celsius. Yields the product ClC1=CC=C(C=C1)N1C(=NC2=C(C1=O)C=NN2C2=CC=CC=C2)C2=CC=C(C=C2)C=2NN=CC2 (5-(4-chloro-phenyl)-1-phenyl-6-[4-(2H-pyrazol-3-yl)-phenyl]-1,5-dihydro-pyrazolo[3,4-d]pyrimidin-4-one). As a reaction SMILES: [Cl:1][C:2]1[CH:7]=[CH:6][C:5]([N:8]2[C:13](=[O:14])[C:12]3[CH:15]=[N:16][N:17]([C:18]4[CH:23]=[CH:22][CH:21]=[CH:20][CH:19]=4)[C:11]=3[N:10]=[C:9]2[C:24]2[CH:29]=[CH:28][C:27]([C:30](=O)[CH:31]=[CH:32][N:33](C)C)=[CH:26][CH:25]=2)=[CH:4][CH:3]=1.O.[NH2:38]N.Cl>CO>[Cl:1][C:2]1[CH:7]=[CH:6][C:5]([N:8]2[C:13](=[O:14])[C:12]3[CH:15]=[N:16][N:17]([C:18]4[CH:19]=[CH:20][CH:21]=[CH:22][CH:23]=4)[C:11]=3[N:10]=[C:9]2[C:24]2[CH:29]=[CH:28][C:27]([C:30]3[NH:38][N:33]=[CH:32][CH:31]=3)=[CH:26][CH:25]=2)=[CH:4][CH:3]=1 |f:1.2|. Reported procedure: To a suspension of 5-(4-chloro-phenyl)-6-[4-(3-dimethylamino-acryloyl)-phenyl]-1-phenyl-1,5-dihydro-pyrazolo[3,4-d]pyrimidin-4-one (11 mg, 0.022 mmol) in MeOH (0.5 mL) is added hydrazine hydrate (2.0 mg, 0.04 mmol) and HCl (4 M in dioxane, 10 μL, 0.04 mmol), The mixture is heated to 80° C. for 2 h and cooled down to room temperature. The mixture is concentrated and purified by preparative LC/MS to provide the titled compound 5-(4-chloro-phenyl)-1-phenyl-6-[4-(2H-pyrazol-3-yl)-phenyl]-1,5-dihydro... The product is ClC1=C(C=CC=C1)N1N=C(CC1C1=CC=C(C=C1)C=1CCN(CC1)C(=O)OC(C)(C)C)C(C(F)(F)F)(F)F (1-(2-chloro-phenyl)-5-[4-(1-BOC-1,2,3,6-tetrahydropyridin-4-yl)-phenyl]-3-pentafluoroethyl-4,5-dihydro-1H-pyrazole). Starting materials: BrC1=CC=C(C=C1)C1CC(=NN1C1=C(C=CC=C1)Cl)C(C(F)(F)F)(F)F (5-(4-Bromo-phenyl)-1-(2-chloro-phenyl)-3-pentafluoroethyl-4,5-dihydro-1H-pyrazole), 1, C(C)(C)(C)OC(=O)N1CCC(=CC1)B1OC(C(O1)(C)C)(C)C (4-(4,4,5,5-tetramethyl-[1,3,2]dioxaborolan-2-yl)-3,6-dihydro-2H-pyridin-1-carboxylic acid tert-butyl ester), C([O-])([O-])=O.[K+].[K+] (potassium carbonate). Run in O1CCOCC1 (1,4-dioxane). As a reaction SMILES: Br[C:2]1[CH:7]=[CH:6][C:5]([CH:8]2[N:12]([C:13]3[CH:18]=[CH:17][CH:16]=[CH:15][C:14]=3[Cl:19])[N:11]=[C:10]([C:20]([F:26])([F:25])[C:21]([F:24])([F:23])[F:22])[CH2:9]2)=[CH:4][CH:3]=1.[C:27]([O:31][C:32]([N:34]1[CH2:39][CH:38]=[C:37](B2OC(C)(C)C(C)(C)O2)[CH2:36][CH2:35]1)=[O:33])([CH3:30])([CH3:29])[CH3:28].C(=O)([O-])[O-].[K+].[K+]>C1C=CC(P(C2C=CC=CC=2)[C-]2C=CC=C2)=CC=1.C1C=CC(P(C2C=CC=CC=2)[C-]2C=CC=C2)=CC=1.Cl[Pd]Cl.[Fe+2].O1CCOCC1>[Cl:19][C:14]1[CH:15]=[CH:16][CH:17]=[CH:18][C:13]=1[N:12]1[CH:8]([C:5]2[CH:6]=[CH:7][C:2]([C:37]3[CH2:38][CH2:39][N:34]([C:32]([O:31][C:27]([CH3:30])([CH3:29])[CH3:28])=[O:33])[CH2:35][CH:36]=3)=[CH:3][CH:4]=2)[CH2:9][C:10]([C:20]([F:26])([F:25])[C:21]([F:24])([F:22])[F:23])=[N:11]1 |f:2.3.4,5.6.7.8|. Reagents/catalysts: C1=CC=C(C=C1)P([C-]2C=CC=C2)C3=CC=CC=C3.C1=CC=C(C=C1)P([C-]2C=CC=C2)C3=CC=CC=C3.Cl[Pd]Cl.[Fe+2] (Pd(dppf)Cl2). Run at temperature 90 celsius, time 16 hour. Procedure details: 5-(4-Bromo-phenyl)-1-(2-chloro-phenyl)-3-pentafluoroethyl-4,5-dihydro-1H-pyrazole prepared in Step 3 of Preparation 1 (760.0 mg, 1.68 mmol), 4-(4,4,5,5-tetramethyl-[1,3,2]dioxaborolan-2-yl)-3,6-dihydro-2H-pyridin-1-carboxylic acid tert-butyl ester (622.0 mg, 2.01 mmol), potassium carbonate (695.0 mg, 5.03 mmol), and Pd(dppf)Cl2 (137.0 mg, 0.17 mmol) were added to a mixed solvent of 1,4-dioxane (24.0 mL) and distilled water (6.0 mL). The reaction mixture was stirred for 15 minutes, additionally a... Reactants: COC(=O)C(COCCO[Si](c1ccccc1)(c1ccccc1)C(C)(C)C)Oc1ncnc2c1cnn2-c1ncccc1Cl, C[Al](C)C, Cc1ccccc1, Nc1ccc(Cl)cn1. Yields the product CC(C)(C)[Si](OCCOCC(Oc1ncnc2c1cnn2-c1ncccc1Cl)C(=O)Nc1ccc(Cl)cn1)(c1ccccc1)c1ccccc1. RXN SMILES: [C:13]([CH3:14])([CH3:15])([CH3:16])[Si:17]([O:18][CH2:19][CH2:20][O:21][CH2:22][CH:23]([C:24](=[O:25])[O:26][CH3:27])[O:28][c:29]1[c:30]2[c:31]([n:32][cH:33][n:34]1)[n:35](-[c:38]1[n:39][cH:40][cH:41][cH:42][c:43]1[Cl:44])[n:36][cH:37]2)([c:45]1[cH:46][cH:47][cH:48][cH:49][cH:50]1)[c:51]1[cH:52][cH:53][cH:54][cH:55][cH:56]1.[CH3:1][Al:2]([CH3:3])[CH3:4].[CH3:57][c:58]1[cH:59][cH:60][cH:61][cH:62][cH:63]1.[Cl:5][c:6]1[cH:7][cH:8][c:9]([NH2:12])[n:10][cH:11]1>>[Cl:5][c:6]1[cH:7][cH:8][c:9]([NH:12][C:24]([CH:23]([CH2:22][O:21][CH2:20][CH2:19][O:18][Si:17]([C:13]([CH3:14])([CH3:15])[CH3:16])([c:45]2[cH:46][cH:47][cH:48][cH:49][cH:50]2)[c:51]2[cH:52][cH:53][cH:54][cH:55][cH:56]2)[O:28][c:29]2[c:30]3[c:31]([n:32][cH:33][n:34]2)[n:35](-[c:38]2[n:39][cH:40][cH:41][cH:42][c:43]2[Cl:44])[n:36][cH:37]3)=[O:25])[n:10][cH:11]1. As a reaction SMILES: [C:2](=[O:3])([CH3:4])[NH:5][c:6]1[n:7][c:8]2[n:9][cH:10][cH:11][c:12]([NH:16][c:17]3[c:18]([F:25])[cH:19][c:20]([CH3:24])[c:21]([OH:23])[cH:22]3)[c:13]2[cH:14][cH:15]1.[CH3:27][CH2:28][OH:29].[ClH:1].[ClH:26]>>[NH2:5][c:6]1[n:7][c:8]2[n:9][cH:10][cH:11][c:12]([NH:16][c:17]3[c:18]([F:25])[cH:19][c:20]([CH3:24])[c:21]([OH:23])[cH:22]3)[c:13]2[cH:14][cH:15]1. The reactants are CC(=O)Nc1ccc2c(Nc3cc(O)c(C)cc3F)ccnc2n1, CCO, Cl, Cl. The product is Cc1cc(F)c(Nc2ccnc3nc(N)ccc23)cc1O. Starting materials: C(C)(=O)O[C@H]1[C@@H](O[C@@H]([C@H]([C@@H]1OC(C)=O)OC(C)=O)COC(C)=O)C1=C(C=C(C(=C1)CC1=CC=C(C=C1)CCNC(=O)NC(CO)(CO)CO)C)OC(C)=O ((1S)-1,5-anhydro-2,3,4,6-tetra-O-acetyl-1-[2-acetoxy-5-[4-[2-[[[[2-hydroxy-1,1-bis(hydroxymethyl)ethyl]amino]carbonyl]amino]ethyl]benzyl]-4-methylphenyl]-D-glucitol), C[O-].[Na+] (sodium methoxide). Solvent: CO (methanol), CO (methanol). Yields the product OCC(CO)(CO)NC(=O)NCCC1=CC=C(CC=2C(=CC(=C(C2)[C@H]2[C@H](O)[C@@H](O)[C@H](O)[C@H](O2)CO)O)C)C=C1 ((1S)-1,5-anhydro-1-[5-[4-[2-[[[2-hydroxy-1,1-bis(hydroxymethyl)ethyl]aminocarbonyl]amino]ethyl]benzyl]-2-hydroxy-4-methylphenyl]-D-glucitol). The yield is 52.4%. Reaction SMILES: C([O:4][C@@H:5]1[C@@H:10]([O:11]C(=O)C)[C@H:9]([O:15]C(=O)C)[C@@H:8]([CH2:19][O:20]C(=O)C)[O:7][C@H:6]1[C:24]1[CH:29]=[C:28]([CH2:30][C:31]2[CH:36]=[CH:35][C:34]([CH2:37][CH2:38][NH:39][C:40]([NH:42][C:43]([CH2:48][OH:49])([CH2:46][OH:47])[CH2:44][OH:45])=[O:41])=[CH:33][CH:32]=2)[C:27]([CH3:50])=[CH:26][C:25]=1[O:51]C(=O)C)(=O)C.C[O-].[Na+]>CO>[OH:47][CH2:46][C:43]([NH:42][C:40]([NH:39][CH2:38][CH2:37][C:34]1[CH:35]=[CH:36][C:31]([CH2:30][C:28]2[C:27]([CH3:50])=[CH:26][C:25]([OH:51])=[C:24]([C@@H:6]3[O:7][C@H:8]([CH2:19][OH:20])[C@@H:9]([OH:15])[C@H:10]([OH:11])[C@H:5]3[OH:4])[CH:29]=2)=[CH:32][CH:33]=1)=[O:41])([CH2:48][OH:49])[CH2:44][OH:45] |f:1.2|. Procedure details: To a methanol solution (600 μL) of (1S)-1,5-anhydro-2,3,4,6-tetra-O-acetyl-1-[2-acetoxy-5-[4-[2-[[[[2-hydroxy-1,1-bis(hydroxymethyl)ethyl]amino]carbonyl]amino]ethyl]benzyl]-4-methylphenyl]-D-glucitol (7.9 mg, 0.0104 mmol) was added a 2.5 wt. % methanol solution of sodium methoxide (34 μL, 0.015 mmol), and the mixture was stirred for an hour at room temperature. The solvent was evaporated under reduced pressure. Thus obtained residue was purified with silica gel column chromatography (methanol) t... Product: ClCc1cn2cc(CN3CCOCC3)ccc2n1. As a reaction SMILES: [C:24]([O:25][BH-:26]([O:27][C:28](=[O:29])[CH3:30])[O:31][C:32](=[O:33])[CH3:34])(=[O:35])[CH3:36].[CH2:14]1[CH2:15][O:16][CH2:17][CH2:18][NH:19]1.[CH2:38]1[O:39][CH2:40][CH2:41][CH2:42]1.[CH3:20][C:21](=[O:22])[OH:23].[Cl:1][CH2:2][c:3]1[n:4][c:5]2[n:6]([cH:7][c:8]([CH:11]=[O:12])[cH:9][cH:10]2)[cH:13]1.[Cl:43][CH2:44][Cl:45].[Na+:37]>>[Cl:1][CH2:2][c:3]1[n:4][c:5]2[n:6]([cH:7][c:8]([CH2:11][N:19]3[CH2:14][CH2:15][O:16][CH2:17][CH2:18]3)[cH:9][cH:10]2)[cH:13]1. Reactants: CC(=O)O[BH-](OC(C)=O)OC(C)=O, C1COCCN1, C1CCOC1, CC(=O)O, O=Cc1ccc2nc(CCl)cn2c1, ClCCl, [Na+]. Starting materials: [Al], Cl, CCOc1cc(Cc2cnc(N)nc2N)cc(OCC)c1C(=O)CS(C)(=O)=O, C1CCOC1. The product is CCOc1cc(Cc2cnc(N)nc2N)cc(OCC)c1C(C)=O. As a reaction SMILES: [Al:29].[ClH:30].[NH2:1][c:2]1[n:3][cH:4][c:5]([CH2:9][c:10]2[cH:11][c:12]([O:26][CH2:27][CH3:28])[c:13]([C:19]([CH2:20][S:21]([CH3:22])(=[O:23])=[O:24])=[O:25])[c:14]([O:16][CH2:17][CH3:18])[cH:15]2)[c:6]([NH2:8])[n:7]1.[O:31]1[CH2:32][CH2:33][CH2:34][CH2:35]1>>[NH2:1][c:2]1[n:3][cH:4][c:5]([CH2:9][c:10]2[cH:11][c:12]([O:26][CH2:27][CH3:28])[c:13]([C:19]([CH3:20])=[O:25])[c:14]([O:16][CH2:17][CH3:18])[cH:15]2)[c:6]([NH2:8])[n:7]1.